Dataset: the Open Reaction Database (ORD), a public repository of structured organic reaction records. Task: describe an organic reaction: reactants, conditions, products, and yield Starting materials: O=C1CCC(=O)N1Br, ClC(Cl)(Cl)Cl, CCCOc1ccnc(C)c1OC. Yields the product CCCOc1ccnc(CBr)c1OC. As a reaction SMILES: [Br:14][N:15]1[C:16](=[O:17])[CH2:18][CH2:19][C:20]1=[O:21].[C:22]([Cl:23])([Cl:24])([Cl:25])[Cl:26].[CH3:1][O:2][c:3]1[c:4]([CH3:13])[n:5][cH:6][cH:7][c:8]1[O:9][CH2:10][CH2:11][CH3:12]>>[CH3:1][O:2][c:3]1[c:4]([CH2:13][Br:14])[n:5][cH:6][cH:7][c:8]1[O:9][CH2:10][CH2:11][CH3:12].